From a dataset of the Open Reaction Database (ORD), a public repository of structured organic reaction records. describe an organic reaction: reactants, conditions, products, and yield Starting materials: C(C)(C)(C)O[C@H](C(=O)O)C1=C(C2=C(N=C(S2)N2C(C(=CC=C2)C=2C=C3C=NN(C3=CC2)C)=O)C=C1C)C1=CC=C(C=C1)Cl ((S)-2-tert-butoxy-2-(7-(4-chlorophenyl)-5-methyl-2-(3-(1-methyl-1H-indazol-5-yl)-2-oxopyridin-1(2H)-yl)benzo[d]thiazol-6-yl)acetic acid), C(C)(C)(C)O[C@H](C(=O)OC)C1=C(C2=C(N=C(S2)N2C(C=CC(=C2)C=2C=C3C=NN(C3=CC2)C)=O)C=C1C)C1=CC=C(C=C1)Cl ((S)-methyl 2-tert-butoxy-2-(7-(4-chlorophenyl)-5-methyl-2-(5-(1-methyl-1H-indazol-5-yl)-2-oxopyridin-1(2H)-yl)benzo[d]thiazol-6-yl)acetate). The product is C(C)(C)(C)O[C@H](C(=O)O)C1=C(C2=C(N=C(S2)N2C(C=CC(=C2)C=2C=C3C=NN(C3=CC2)C)=O)C=C1C)C1=CC=C(C=C1)Cl ((S)-2-tert-butoxy-2-(7-(4-chlorophenyl)-5-methyl-2-(5-(1-methyl-1H-indazol-5-yl)-2-oxopyridin-1(2H)-yl)benzo[d]thiazol-6-yl)acetic acid). RXN SMILES: C(O[C@@H](C1C(C)=CC2N=C(N3C=CC=C(C4C=C5C(=CC=4)N(C)N=C5)C3=O)SC=2C=1C1C=CC(Cl)=CC=1)C(O)=O)(C)(C)C.[C:44]([O:48][C@@H:49]([C:54]1[C:79]([CH3:80])=[CH:78][C:57]2[N:58]=[C:59]([N:61]3[CH:66]=[C:65]([C:67]4[CH:68]=[C:69]5[C:73](=[CH:74][CH:75]=4)[N:72]([CH3:76])[N:71]=[CH:70]5)[CH:64]=[CH:63][C:62]3=[O:77])[S:60][C:56]=2[C:55]=1[C:81]1[CH:86]=[CH:85][C:84]([Cl:87])=[CH:83][CH:82]=1)[C:50]([O:52]C)=[O:51])([CH3:47])([CH3:46])[CH3:45]>>[C:44]([O:48][C@@H:49]([C:54]1[C:79]([CH3:80])=[CH:78][C:57]2[N:58]=[C:59]([N:61]3[CH:66]=[C:65]([C:67]4[CH:68]=[C:69]5[C:73](=[CH:74][CH:75]=4)[N:72]([CH3:76])[N:71]=[CH:70]5)[CH:64]=[CH:63][C:62]3=[O:77])[S:60][C:56]=2[C:55]=1[C:81]1[CH:82]=[CH:83][C:84]([Cl:87])=[CH:85][CH:86]=1)[C:50]([OH:52])=[O:51])([CH3:47])([CH3:45])[CH3:46]. Procedure: Compound (S)-2-tert-butoxy-2-(7-(4-chlorophenyl)-5-methyl-2-(5-(1-methyl-1H-indazol-5-yl)-2-oxopyridin-1(2H)-yl)benzo[d]thiazol-6-yl)acetic acid was prepared following the procedure used to (S)-2-tert-butoxy-2-(7-(4-chlorophenyl)-5-methyl-2-(3-(1-methyl-1H-indazol-5-yl)-2-oxopyridin-1(2H)-yl)benzo[d]thiazol-6-yl)acetic acid of Example 27, except that (S)-methyl 2-tert-butoxy-2-(7-(4-chlorophenyl)-5-methyl-2-(5-(1-methyl-1H-indazol-5-yl)-2-oxopyridin-1(2H)-yl)benzo[d]thiazol-6-yl)acetate was used... The reactants are OC(CC#N)COC(C1=CC=CC=C1)(C1=CC=CC=C1)C1=CC=CC=C1 ((±)-3-hydroxy-4-trityloxybutane-nitrile), C(C)(=O)OC(C)=O (acetic anhydride), N1=CC=CC=C1 (pyridine), resultant mixture, Cl (HCl). Run in C(C)(=O)OCC (ethyl acetate). The product is C(C)(=O)OC(CC#N)COC(C1=CC=CC=C1)(C1=CC=CC=C1)C1=CC=CC=C1 (3-acetyloxy-4-trityloxybutanenitrile). As a reaction SMILES: [OH:1][CH:2]([CH2:6][O:7][C:8]([C:21]1[CH:26]=[CH:25][CH:24]=[CH:23][CH:22]=1)([C:15]1[CH:20]=[CH:19][CH:18]=[CH:17][CH:16]=1)[C:9]1[CH:14]=[CH:13][CH:12]=[CH:11][CH:10]=1)[CH2:3][C:4]#[N:5].[C:27](OC(=O)C)(=[O:29])[CH3:28].N1C=CC=CC=1.Cl>C(OCC)(=O)C>[C:27]([O:1][CH:2]([CH2:6][O:7][C:8]([C:21]1[CH:26]=[CH:25][CH:24]=[CH:23][CH:22]=1)([C:9]1[CH:14]=[CH:13][CH:12]=[CH:11][CH:10]=1)[C:15]1[CH:16]=[CH:17][CH:18]=[CH:19][CH:20]=1)[CH2:3][C:4]#[N:5])(=[O:29])[CH3:28]. Reported procedure: To (±)-3-hydroxy-4-trityloxybutane-nitrile (1.03 g, 3.00 mmol) under N2 was added acetic anhydride (1.53 g, 15.00 mmol) and pyridine (0.26 g, 3.30 mmol) and the resultant mixture was stirred overnight at room temperature. After completion of the reaction (TLC) the reaction mixture was diluted with ethyl acetate (25 mL) and treated with 1N HCl (20 mL). The organic layer was separated, washed with brine and dried over anhydrous Na2SO4. The solvent was evaporated and the residue was purified by col... Reactants: Cl (HCl), [OH-].[K+] (KOH), O (water), C(C)OC(=O)N1CCC2=C(C=3C(CCC3C=C2)OC)CC1 (1-Methoxy-1,3,6,7,9,10-hexahydro-2H-8-aza-cyclohepta[e]indene-8-carboxylic acid ethyl ester). Run in C(C)O (ethanol). Run at temperature 120 celsius, time 48 hour. The product is COC1CCC=2C=CC3=C(C12)CCNCC3 (1-Methoxy-1,2,3,6,7,8,9,10-octahydro-8-aza-cyclohepta[e]indene). The yield is 48.6%. Reaction SMILES: C(OC([N:6]1[CH2:21][CH2:20][C:10]2[C:11]3[CH:12]([O:18][CH3:19])[CH2:13][CH2:14][C:15]=3[CH:16]=[CH:17][C:9]=2[CH2:8][CH2:7]1)=O)C.[OH-].[K+].O.Cl>C(O)C>[CH3:19][O:18][CH:12]1[C:11]2[C:10]3[CH2:20][CH2:21][NH:6][CH2:7][CH2:8][C:9]=3[CH:17]=[CH:16][C:15]=2[CH2:14][CH2:13]1 |f:1.2|. Reported procedure: The product from step (b) (52 mg, 0.18 mmol) was dissolved in ethanol (2 and placed in a pressure tube. To this solution was added KOH (0.20 g, 3.60 mmol) and water (0.5 ml). The tube was sealed and the contents stirred at 120° C. for 48 hours. The reaction mixture was then cooled to RT and acidified with 2N HCl to pH 3. The aqueous mixture was then washed with diethyl ether (3×). The aqueous phase pH was then adjusted to 12 by addition of 2M NaOH and extracted with DCM (3×). The combined DCM ex... Starting materials: NC=1C(=NC=CC1CCC)C(=O)O (3-Amino-4-n-propylpyridine-2-carboxylic acid), C([O-])([O-])=O.[Cs+].[Cs+] (cesium carbonate), C(C)I (ethyl iodide). Solvent: O (water). Run at time 0.25 hour. The product is NC=1C(=NC=CC1CCC)C(=O)OCC (Ethyl 3-amino-4-n-propylpyridine-2-carboxylate). Yield: 80.0%. RXN SMILES: [NH2:1][C:2]1[C:3]([C:11]([OH:13])=[O:12])=[N:4][CH:5]=[CH:6][C:7]=1[CH2:8][CH2:9][CH3:10].C(=O)([O-])[O-].[Cs+].[Cs+].[CH2:20](I)[CH3:21]>O>[NH2:1][C:2]1[C:3]([C:11]([O:13][CH2:20][CH3:21])=[O:12])=[N:4][CH:5]=[CH:6][C:7]=1[CH2:8][CH2:9][CH3:10] |f:1.2.3|. Procedure details: 3-Amino-4-n-propylpyridine-2-carboxylic acid (Preparation 4; 0.36 g, 0,002 mol) was added to a stirred mixture of cesium carbonate (0,325 g, 0.001 mol) in water (20 ml), then this mixture was evaporated under vacuum and the residue azeotroped with dimethylformamide (2×20 ml). The resulting cesium salt was suspended in dimethylformamide (3 ml) and the stirred suspension then treated dropwise with ethyl iodide (0.17 ml, 0.0021 mol). After a further 0.25 hour, the solvent was evaporated under vacuu... Starting materials: O (Water), Cl.ClC=1C(=NN(C1)CCl)C(C)(C)C (4-chloro-3-t-butyl-1-(chloromethyl)-1H-pyrazole hydrochloride), FC(CCC(C#N)C#N)(F)F ((3,3,3-trifluoropropyl) malononitrile), C([O-])([O-])=O.[K+].[K+] (potassium carbonate). The solvent is CN(C=O)C (N,N-dimethylformamide). The product is ClC=1C(=NN(C1)CC(C#N)(C#N)CCC(F)(F)F)C(C)(C)C ([(4-chloro-3-t-butyl-1H-pyrazole-1-yl)methyl](3,3,3-trifluoropropyl) malononitrile). Yield: 30.0%. As a reaction SMILES: Cl.[Cl:2][C:3]1[C:4]([C:10]([CH3:13])([CH3:12])[CH3:11])=[N:5][N:6]([CH2:8]Cl)[CH:7]=1.[F:14][C:15]([F:24])([F:23])[CH2:16][CH2:17][CH:18]([C:21]#[N:22])[C:19]#[N:20].C(=O)([O-])[O-].[K+].[K+].O>CN(C)C=O>[Cl:2][C:3]1[C:4]([C:10]([CH3:13])([CH3:12])[CH3:11])=[N:5][N:6]([CH2:8][C:18]([CH2:17][CH2:16][C:15]([F:14])([F:23])[F:24])([C:19]#[N:20])[C:21]#[N:22])[CH:7]=1 |f:0.1,3.4.5|. Procedure: 0.98 g of 4-chloro-3-t-butyl-1-(chloromethyl)-1H-pyrazole hydrochloride and 0.65 g of (3,3,3-trifluoropropyl) malononitrile were dissolved in 12 ml of N,N-dimethylformamide. 1.11 g of potassium carbonate was added to the solution under ice cooling with stirring, followed by stirring at room temperature for overnight. Water was added to the reaction mixture, and then extracted with MTBE. The organic layer was washed with water, dried over anhydrous magnesium sulfate, filtered, and concentrated un... Reactants: C(C1=CC=CC=C1)OC(=O)N1C(CC(CC1)O)C1=C(C=CC=C1)C (1-benzyloxycarbonyl-4-hydroxy-2-(2-methylphenyl)piperidine), C(=O)(N1C=NC=C1)N1C=NC=C1 (1,1′-carbonyldiimidazole), C(O)CN (ethanolamine). Solvent: C1(=CC=CC=C1)C (toluene). Run at temperature 60 celsius. Yields the product C(C1=CC=CC=C1)OC(=O)N1C(CC(CC1)OC(=O)NCCO)C1=C(C=CC=C1)C (1-benzyloxycarbonyl-4-(2-hydroxyethylaminocarbonyloxy)-2-(2-methylphenyl)piperidine). RXN SMILES: [CH2:1]([O:8][C:9]([N:11]1[CH2:16][CH2:15][CH:14]([OH:17])[CH2:13][CH:12]1[C:18]1[CH:23]=[CH:22][CH:21]=[CH:20][C:19]=1[CH3:24])=[O:10])[C:2]1[CH:7]=[CH:6][CH:5]=[CH:4][CH:3]=1.[C:25](N1C=CN=C1)([N:27]1[CH:31]=[CH:30]N=C1)=[O:26].C(CN)[OH:38]>C1(C)C=CC=CC=1>[CH2:1]([O:8][C:9]([N:11]1[CH2:16][CH2:15][CH:14]([O:17][C:25]([NH:27][CH2:31][CH2:30][OH:38])=[O:26])[CH2:13][CH:12]1[C:18]1[CH:23]=[CH:22][CH:21]=[CH:20][C:19]=1[CH3:24])=[O:10])[C:2]1[CH:3]=[CH:4][CH:5]=[CH:6][CH:7]=1. Procedure details: In 21 ml of toluene was dissolved 1.63 g of 1-benzyloxycarbonyl-4-hydroxy-2-(2-methylphenyl)piperidine, added thereto was 973 mg of 1,1′-carbonyldiimidazole, and the mixture was stirred at 60° C. for an hour. To the solution was added 1.21 ml of ethanolamine, and the mixture was stirred at 60° C. for 6 hours. To the reaction mixture was added distilled water, and extracted with chloroform. The organic layer was dried and concentrated under reduced pressure. The residue was purified by silica gel... Reactants: CCOC(=O)c1cccc(NC(=O)c2ccc(OC)c3c2OCCO3)c1, CCO, Cl, [Na+], [OH-], O, O. Yields the product COc1ccc(C(=O)Nc2cccc(C(=O)O)c2)c2c1OCCO2. RXN SMILES: [CH2:1]([CH3:2])[O:3][C:4](=[O:5])[c:6]1[cH:7][c:8]([NH:12][C:13](=[O:14])[c:15]2[cH:16][cH:17][c:18]([O:25][CH3:26])[c:19]3[c:24]2[O:23][CH2:22][CH2:21][O:20]3)[cH:9][cH:10][cH:11]1.[CH3:32][CH2:33][OH:34].[ClH:31].[Na+:28].[OH-:27].[OH2:29].[OH2:30]>>[O:3]=[C:4]([OH:5])[c:6]1[cH:7][c:8]([NH:12][C:13](=[O:14])[c:15]2[cH:16][cH:17][c:18]([O:25][CH3:26])[c:19]3[c:24]2[O:23][CH2:22][CH2:21][O:20]3)[cH:9][cH:10][cH:11]1. Yields the product CCCCCNc1nc(N)nc(C)c1CCCNC(=O)Cc1ccc(CC(=O)O)cc1. The reactants are C1CCOC1, CCOC(C)=O, CCCCCNc1nc(N)nc(C)c1CCCN, O=C(O)Cc1ccc(CC(=O)O)cc1. RXN SMILES: [CH2:33]1[O:34][CH2:35][CH2:36][CH2:37]1.[CH3:38][CH2:39][O:40][C:41]([CH3:42])=[O:43].[NH2:1][CH2:2][CH2:3][CH2:4][c:5]1[c:6]([NH:13][CH2:14][CH2:15][CH2:16][CH2:17][CH3:18])[n:7][c:8]([NH2:12])[n:9][c:10]1[CH3:11].[c:19]1([CH2:29][C:30](=[O:31])[OH:32])[cH:20][cH:21][c:22]([CH2:25][C:26](=[O:27])[OH:28])[cH:23][cH:24]1>>[NH:1]([CH2:2][CH2:3][CH2:4][c:5]1[c:6]([NH:13][CH2:14][CH2:15][CH2:16][CH2:17][CH3:18])[n:7][c:8]([NH2:12])[n:9][c:10]1[CH3:11])[C:30]([CH2:29][c:19]1[cH:20][cH:21][c:22]([CH2:25][C:26](=[O:27])[OH:28])[cH:23][cH:24]1)=[O:31]. Starting materials: O=Cc1ccc(F)c(Br)c1, COC(=O)C(=O)C(Cl)c1ccc(F)cc1, O=Cc1ccc(F)cc1. Product: COC(=O)C(=O)C(Cl)c1ccc(F)c(Br)c1. RXN SMILES: [Br:16][c:17]1[cH:18][c:19]([CH:24]=[O:25])[cH:20][cH:21][c:22]1[F:23].[CH3:1][O:2][C:3]([C:4]([CH:5]([c:6]1[cH:7][cH:8][c:9]([F:12])[cH:10][cH:11]1)[Cl:13])=[O:14])=[O:15].[F:26][c:27]1[cH:28][cH:29][c:30]([CH:31]=[O:32])[cH:33][cH:34]1>>[CH3:1][O:2][C:3]([C:4]([CH:5]([c:6]1[cH:7][c:8]([Br:16])[c:9]([F:12])[cH:10][cH:11]1)[Cl:13])=[O:14])=[O:15].